From a dataset of the Open Reaction Database (ORD), a public repository of structured organic reaction records. describe an organic reaction: reactants, conditions, products, and yield Starting materials: FC(F)(F)c1cc(Br)cc(CBr)c1, O=C([O-])O, CC(C)(C)[O-], O=C(O)C(F)(F)F, [Na+], [Na+], C1CCOC1, CC(C)(C)OC(=O)N1CCC(CO)(c2cccnc2)CC1. Product: CC(C)(C)OC(=O)N1CCC(COCc2cc(Br)cc(C(F)(F)F)c2)(c2cccnc2)CC1. RXN SMILES: [Br:1][c:2]1[cH:3][c:4]([CH2:12][Br:13])[cH:5][c:6]([C:8]([F:9])([F:10])[F:11])[cH:7]1.[C:53](=[O:54])([OH:55])[O-:56].[CH3:35][C:36]([CH3:37])([O-:38])[CH3:39].[F:41][C:42]([F:43])([F:44])[C:45]([OH:46])=[O:47].[Na+:40].[Na+:57].[O:48]1[CH2:49][CH2:50][CH2:51][CH2:52]1.[OH:14][CH2:15][C:16]1([c:29]2[cH:30][n:31][cH:32][cH:33][cH:34]2)[CH2:17][CH2:18][N:19]([C:22](=[O:23])[O:24][C:25]([CH3:26])([CH3:27])[CH3:28])[CH2:20][CH2:21]1>>[Br:1][c:2]1[cH:3][c:4]([CH2:12][O:14][CH2:15][C:16]2([c:29]3[cH:30][n:31][cH:32][cH:33][cH:34]3)[CH2:17][CH2:18][N:19]([C:22](=[O:23])[O:24][C:25]([CH3:26])([CH3:27])[CH3:28])[CH2:20][CH2:21]2)[cH:5][c:6]([C:8]([F:9])([F:10])[F:11])[cH:7]1. The solvent is C(Cl)Cl (DCM), C(Cl)Cl (DCM). Yield: 40.0%. Starting materials: Cl.O1CCN(CC1)CCN(S(=O)(=O)C)C=1C=C2CC(N(C2=CC1)CC(=O)O)=O (2-(5-(N-(2-morpholinoethyl)methylsulfonamido)-2-oxoindolin-1-yl)acetic acid hydrochloride), ClC=1C=[N+](C=C(C1C[C@H](O)C1=CC(=C(C=C1)OC(F)F)OCC1CC1)Cl)[O-] ((S)-3,5-dichloro-4-(2-(3-(cyclopropylmethoxy)-4-(difluoromethoxy)phenyl)-2-hydroxyethyl)pyridine 1-oxide), C(CCl)Cl (EDC). As a reaction SMILES: Cl.[O:2]1[CH2:7][CH2:6][N:5]([CH2:8][CH2:9][N:10]([C:15]2[CH:16]=[C:17]3[C:21](=[CH:22][CH:23]=2)[N:20]([CH2:24][C:25]([OH:27])=[O:26])[C:19](=[O:28])[CH2:18]3)[S:11]([CH3:14])(=[O:13])=[O:12])[CH2:4][CH2:3]1.[Cl:29][C:30]1[CH:31]=[N+:32]([O-:55])[CH:33]=[C:34]([Cl:54])[C:35]=1[CH2:36][C@@H:37]([C:39]1[CH:44]=[CH:43][C:42]([O:45][CH:46]([F:48])[F:47])=[C:41]([O:49][CH2:50][CH:51]2[CH2:53][CH2:52]2)[CH:40]=1)O.C(Cl)CCl>CN(C1C=CN=CC=1)C.C(Cl)Cl>[Cl:29][C:30]1[CH:31]=[N+:32]([O-:55])[CH:33]=[C:34]([Cl:54])[C:35]=1[CH2:36][C@@H:37]([C:39]1[CH:44]=[CH:43][C:42]([O:45][CH:46]([F:48])[F:47])=[C:41]([O:49][CH2:50][CH:51]2[CH2:53][CH2:52]2)[CH:40]=1)[O:26][C:25](=[O:27])[CH2:24][N:20]1[C:21]2[C:17](=[CH:16][C:15]([N:10]([CH2:9][CH2:8][N:5]3[CH2:6][CH2:7][O:2][CH2:3][CH2:4]3)[S:11]([CH3:14])(=[O:13])=[O:12])=[CH:23][CH:22]=2)[CH2:18][C:19]1=[O:28] |f:0.1|. Yields the product ClC=1C=[N+](C=C(C1C[C@H](OC(CN1C(CC2=CC(=CC=C12)N(S(=O)(=O)C)CCN1CCOCC1)=O)=O)C1=CC(=C(C=C1)OC(F)F)OCC1CC1)Cl)[O-] ((S)-3,5-dichloro-4-(2-(3-(cyclopropylmethoxy)-4-(difluoromethoxy)phenyl)-2-(2-(5-(N-(2-morpholinoethyl)-methylsulfonamido)-2-oxoindolin-1-yl)acetoxy)ethyl)pyridine 1-oxide). Procedure: A mixture of 2-(5-(N-(2-morpholinoethyl)methylsulfonamido)-2-oxoindolin-1-yl)acetic acid hydrochloride (0.105 g, 0.242 mmol), (S)-3,5-dichloro-4-(2-(3-(cyclopropylmethoxy)-4-(difluoromethoxy)phenyl)-2-hydroxyethyl)pyridine 1-oxide (0.092 g, 0.220 mmol), EDC (0.127 g, 0.660 mmol), and DMAP (0.054 g, 0.440 mmol) in DCM (15 ml) was stirred at room temperature for 24 hours. The mixture was diluted with DCM and washed with aqueous sat. NH4Cl and aqueous 5% NaHCO3; the organic phase was dried over sod... Conditions: time 24 hour. The reagents and catalysts are CN(C)C=1C=CN=CC1 (DMAP). Reactants: CCO, Nc1ccc(SCC2CC2(Cl)Cl)cc1[N+](=O)[O-]. The product is Nc1ccc(SCC2CC2(Cl)Cl)cc1N. As a reaction SMILES: [CH3:18][CH2:19][OH:20].[Cl:1][C:2]1([Cl:17])[CH:3]([CH2:5][S:6][c:7]2[cH:8][c:9]([N+:14]([O-:15])=[O:16])[c:10]([NH2:11])[cH:12][cH:13]2)[CH2:4]1>>[Cl:1][C:2]1([Cl:17])[CH:3]([CH2:5][S:6][c:7]2[cH:8][c:9]([NH2:14])[c:10]([NH2:11])[cH:12][cH:13]2)[CH2:4]1. The reactants are OC=1C=CC2=C(C=C(CCS2(=O)=O)C(=O)OC)C1 (Methyl 7-hydroxy-1,1-dioxo-2,3-dihydro-1-benzothiepine-4-carboxylate), COC=1C=C(CCl)C=CC1 (3-methoxybenzyl chloride), C([O-])([O-])=O.[K+].[K+] (potassium carbonate). Solvent: CN(C)C=O (DMF), C(C)(=O)OCC (ethyl acetate). Reaction conditions: temperature 60 celsius, time 13 hour. Product: COC=1C=C(COC=2C=CC3=C(C=C(CCS3(=O)=O)C(=O)OC)C2)C=CC1 (methyl 7-(3-methoxybenzyloxy)-1,1-dioxo-2,3-dihydro-1-benzothiepine-4-carboxylate). The yield is 79.3%. As a reaction SMILES: [OH:1][C:2]1[CH:3]=[CH:4][C:5]2[S:11](=[O:13])(=[O:12])[CH2:10][CH2:9][C:8]([C:14]([O:16][CH3:17])=[O:15])=[CH:7][C:6]=2[CH:18]=1.[CH3:19][O:20][C:21]1[CH:22]=[C:23]([CH:26]=[CH:27][CH:28]=1)[CH2:24]Cl.C(=O)([O-])[O-].[K+].[K+]>CN(C=O)C.C(OCC)(=O)C>[CH3:19][O:20][C:21]1[CH:22]=[C:23]([CH:26]=[CH:27][CH:28]=1)[CH2:24][O:1][C:2]1[CH:3]=[CH:4][C:5]2[S:11](=[O:13])(=[O:12])[CH2:10][CH2:9][C:8]([C:14]([O:16][CH3:17])=[O:15])=[CH:7][C:6]=2[CH:18]=1 |f:2.3.4|. Reported procedure: Methyl 7-hydroxy-1,1-dioxo-2,3-dihydro-1-benzothiepine-4-carboxylate (400 mg), 3-methoxybenzyl chloride (350 mg) and potassium carbonate (412 mg) were suspended in DMF (15 ml), and the resulting suspension was stirred at 60° C. for 13 hours. The reaction mixture was diluted with ethyl acetate and washed respectively with water and an aqueous saturated solution of sodium chloride, and the organic layer was dried with anhydrous magnesium sulfate. After concentration under reduced pressure to remov... The reactants are C1(CCCC1)N(C(OC)=O)CCC1=CC=C(C=C1)OC (methyl cyclopentyl(4-methoxyphenethyl)carbamate), O=P12OP3(=O)OP(=O)(O1)OP(=O)(O2)O3 (P2O5). The product is C1(CCCC1)N1C(C2=CC(=CC=C2CC1)OC)=O (2-cyclopentyl-7-methoxy-3,4-dihydroisoquinolin-1(2H)-one). Run in O=P(Cl)(Cl)Cl (POCl3). Procedure: To a solution of methyl cyclopentyl(4-methoxyphenethyl)carbamate (0.830 g, 3 mmol) in POCl3 (10 mL) was added P2O5 (0.852, 6 mmol). The reaction mixture was heated at reflux for 2 h. Excess POCl3 was removed under reduced pressure and quenched with ice water. The mixture was neutralized with Na2CO3, extracted with ethyl acetate and dried over Na2SO4. Concentration of the solvent followed by chromatographic separation (silica gel, 30% EtOAc:Hexanes) afforded 2-cyclopentyl-7-methoxy-3,4-dihydroiso... Isolated yield 94.8%. As a reaction SMILES: [CH:1]1([N:6]([CH2:11][CH2:12][C:13]2[CH:18]=[CH:17][C:16]([O:19][CH3:20])=[CH:15][CH:14]=2)[C:7](=O)[O:8]C)[CH2:5][CH2:4][CH2:3][CH2:2]1.O=P12OP3(OP(OP(O3)(O1)=O)(=O)O2)=O>O=P(Cl)(Cl)Cl>[CH:1]1([N:6]2[CH2:11][CH2:12][C:13]3[C:18](=[CH:17][C:16]([O:19][CH3:20])=[CH:15][CH:14]=3)[C:7]2=[O:8])[CH2:5][CH2:4][CH2:3][CH2:2]1. Reactants: CO (Methanol), CC1(N(CC2=CC=CC=C2C1)C(=O)OCC1=CC=CC=C1)C(=O)OC (2-benzyl 3-methyl 3-methyl-3,4-dihydroisoquinoline-2,3(1H)-dicarboxylate), [OH-].[Li+] (lithium hydroxide). The solvent is C1CCOC1 (THF), O (water). Run at temperature 60 celsius. Product: C(C1=CC=CC=C1)OC(=O)N1CC2=CC=CC=C2CC1(C(=O)O)C (2-((benzyloxy)carbonyl)-3-methyl-1,2,3,4-tetrahydroisoquinoline-3-carboxylic acid). RXN SMILES: [CH3:1][C:2]1([C:22]([O:24]C)=[O:23])[CH2:11][C:10]2[C:5](=[CH:6][CH:7]=[CH:8][CH:9]=2)[CH2:4][N:3]1[C:12]([O:14][CH2:15][C:16]1[CH:21]=[CH:20][CH:19]=[CH:18][CH:17]=1)=[O:13].[OH-].[Li+].CO>C1COCC1.O>[CH2:15]([O:14][C:12]([N:3]1[C:2]([CH3:1])([C:22]([OH:24])=[O:23])[CH2:11][C:10]2[C:5](=[CH:6][CH:7]=[CH:8][CH:9]=2)[CH2:4]1)=[O:13])[C:16]1[CH:21]=[CH:20][CH:19]=[CH:18][CH:17]=1 |f:1.2|. Procedure: Step-3: To a solution of 2-benzyl 3-methyl 3-methyl-3,4-dihydroisoquinoline-2,3(1H)-dicarboxylate in THF (1.2 mL) was added lithium hydroxide (50.5 mg, 1.204 mmol) in water (0.6 mL). Methanol (0.72 mL) was added till homogeneous solution was obtained and the reaction was heated at 60° C. overnight. The reaction was concentrated, acidified to pH 2 using 2 N HCl, extracted with ethyl acetate. The organic layer was washed with brine, dried over anhydrous sodium sulfate and evaporated to afford the ... The reactants are CC(=O)[O-], CC(=O)[O-], CC(=O)O, CC(=O)O, O=C(O)O, CCC1C=C(C)C(F)C(C)CC(OC)C2OC(O)(C(=O)C(=O)N3CCCCC3C(=O)OC(C(C)=CC3CCC(O)C(OC)C3)C(C)C(O)CC1=O)C(C)CC2OC, CC(=O)O, ClCCl, [Cu+2], [Na+], O=C([O-])O, c1ccc([Bi](c2ccccc2)c2ccccc2)cc1, c1ccc([Bi](c2ccccc2)c2ccccc2)cc1. Product: CCC1C=C(C)C(F)C(C)CC(OC)C2OC(O)(C(=O)C(=O)N3CCCCC3C(=O)OC(C(C)=CC3CCC(Oc4ccccc4)C(OC)C3)C(C)C(O)CC1=O)C(C)CC2OC. RXN SMILES: [C:120]([O-:121])(=[O:122])[CH3:123].[C:125]([O-:126])(=[O:127])[CH3:128].[C:58]([OH:59])(=[O:60])[CH3:61].[C:62]([OH:63])(=[O:64])[CH3:65].[C:89](=[O:90])([OH:91])[OH:92].[CH2:1]([CH3:2])[CH:3]1[C:4](=[O:57])[CH2:5][CH:6]([OH:56])[CH:7]([CH3:55])[CH:8]([C:43](=[CH:44][CH:45]2[CH2:46][CH:47]([O:52][CH3:53])[CH:48]([OH:51])[CH2:49][CH2:50]2)[CH3:54])[O:9][C:10](=[O:42])[CH:11]2[CH2:12][CH2:13][CH2:14][CH2:15][N:16]2[C:17](=[O:41])[C:18](=[O:40])[C:19]2([OH:39])[CH:20]([CH3:38])[CH2:21][CH:22]([O:36][CH3:37])[CH:23]([CH:24]([O:33][CH3:34])[CH2:25][CH:26]([CH3:32])[CH:27]([F:31])[C:28]([CH3:30])=[CH:29]1)[O:35]2.[CH3:85][C:86](=[O:87])[OH:88].[Cl:112][CH2:113][Cl:114].[Cu+2:124].[Na+:119].[O-:115][C:116]([OH:117])=[O:118].[c:66]1([Bi:72]([c:73]2[cH:74][cH:75][cH:76][cH:77][cH:78]2)[c:79]2[cH:80][cH:81][cH:82][cH:83][cH:84]2)[cH:67][cH:68][cH:69][cH:70][cH:71]1.[c:93]1([Bi:94]([c:95]2[cH:96][cH:97][cH:98][cH:99][cH:100]2)[c:101]2[cH:102][cH:103][cH:104][cH:105][cH:106]2)[cH:107][cH:108][cH:109][cH:110][cH:111]1>>[CH2:1]([CH3:2])[CH:3]1[C:4](=[O:57])[CH2:5][CH:6]([OH:56])[CH:7]([CH3:55])[CH:8]([C:43](=[CH:44][CH:45]2[CH2:46][CH:47]([O:52][CH3:53])[CH:48]([O:51][c:66]3[cH:67][cH:68][cH:69][cH:70][cH:71]3)[CH2:49][CH2:50]2)[CH3:54])[O:9][C:10](=[O:42])[CH:11]2[CH2:12][CH2:13][CH2:14][CH2:15][N:16]2[C:17](=[O:41])[C:18](=[O:40])[C:19]2([OH:39])[CH:20]([CH3:38])[CH2:21][CH:22]([O:36][CH3:37])[CH:23]([CH:24]([O:33][CH3:34])[CH2:25][CH:26]([CH3:32])[CH:27]([F:31])[C:28]([CH3:30])=[CH:29]1)[O:35]2. Reactants: BrC1=CC=CC(=N1)C1=NC(=CC=C1)C1=C(C=C(C=C1)C)O (6-bromo-6′-(2-hydroxy-4-methylphenyl)-2,2′-bipyridine), OC1=C(C=CC=C1C)B(O)O (2-hydroxy-3-methylphenylboronic acid). Product: OC1=C(C=CC=C1C)C1=CC=CC(=N1)C1=NC(=CC=C1)C1=C(C=C(C=C1)C)O (6-(2-Hydroxy-3-methylphenyl)-6′-(2-hydroxy-4-methylphenyl)-2,2′-bipyridine). Isolated yield 84.0%. As a reaction SMILES: Br[C:2]1[N:7]=[C:6]([C:8]2[CH:13]=[CH:12][CH:11]=[C:10]([C:14]3[CH:19]=[CH:18][C:17]([CH3:20])=[CH:16][C:15]=3[OH:21])[N:9]=2)[CH:5]=[CH:4][CH:3]=1.[OH:22][C:23]1[C:28]([CH3:29])=[CH:27][CH:26]=[CH:25][C:24]=1B(O)O>>[OH:22][C:23]1[C:28]([CH3:29])=[CH:27][CH:26]=[CH:25][C:24]=1[C:2]1[N:7]=[C:6]([C:8]2[CH:13]=[CH:12][CH:11]=[C:10]([C:14]3[CH:19]=[CH:18][C:17]([CH3:20])=[CH:16][C:15]=3[OH:21])[N:9]=2)[CH:5]=[CH:4][CH:3]=1. Reported procedure: 6-(2-Hydroxy-3-methylphenyl)-6′-(2-hydroxy-4-methylphenyl)-2,2′-bipyridine was prepared from 6-bromo-6′-(2-hydroxy-4-methylphenyl)-2,2′-bipyridine and 2-hydroxy-3-methylphenylboronic acid in 84% yield using method F; δH [2H6]-DMSO 13.38,(1H, b), 8.41-8.22,(4H, m), 8.13,(1H, d), 8.09-8.01,(2H, m), 7.96,(1H, d), 7.28,(1H, d), 6.90,(1H, t), 6.80,(2H, m), 2.33,(3H, s), 2.26,(3H s); MS 369 (MH)+; HPLC retention time (system 1) 4.53 minutes.